This data is from the Open Reaction Database (ORD), a public repository of structured organic reaction records. The task is: describe an organic reaction: reactants, conditions, products, and yield Starting materials: C(C1=CC=CC=C1)N1C(N([C@H]2CS[C@@H](CCCCC(O)=O)[C@@H]12)CC1=CC=CC=C1)=O (dibenzylbiotin), O (water), S(O)(O)(=O)=O (sulfuric acid), [OH-].[Na+] (sodium hydroxide). Solvent: C=1(C(=CC=CC1)C)C (xylene). Conditions: time 3 hour. Product: OC(=O)CCCC[C@@H]1SC[C@@H]2NC(=O)N[C@H]12 (biotin). The yield is 86.7%. Reaction SMILES: C([N:8]1[C@H:22]2[C@H:11]([CH2:12][S:13][C@H:14]2[CH2:15][CH2:16][CH2:17][CH2:18][C:19](=[O:21])[OH:20])[N:10](CC2C=CC=CC=2)[C:9]1=[O:30])C1C=CC=CC=1.O.S(=O)(=O)(O)O.[OH-].[Na+]>C1(C)C(C)=CC=CC=1>[OH:21][C:19]([CH2:18][CH2:17][CH2:16][CH2:15][C@H:14]1[C@@H:22]2[C@@H:11]([NH:10][C:9]([NH:8]2)=[O:30])[CH2:12][S:13]1)=[O:20] |f:3.4|. Reported procedure: 320 g of crude dibenzylbiotin (containing about 80% of pure dibenzylbiotin, 0.60 mol) are mixed with 125 g of water, and 500 g of sulfuric acid are carefully added with stirring at such a rate that the temperature of the batch does not exceed 115° C. Stirring is then continued at 115° C. for 3 hours. 2.5 l of xylene are added, and the mixture is then firstly neutralized using 5 l of 9% sodium hydroxide solution and then rendered alkaline. The aqueous phase is separated off. The xylene phase is e... Reactants: CC(C)(C)OC(=O)N1CC2CC2C1CNC(=O)C(F)(F)F, Cl, C1COCCO1. Product: O=C(NCC1NCC2CC21)C(F)(F)F. As a reaction SMILES: [C:2]([O:3][C:4](=[O:5])[N:9]1[CH:10]([CH2:15][NH:16][C:17]([C:18]([F:19])([F:20])[F:21])=[O:22])[CH:11]2[CH2:12][CH:13]2[CH2:14]1)([CH3:6])([CH3:7])[CH3:8].[ClH:1].[O:23]1[CH2:24][CH2:25][O:26][CH2:27][CH2:28]1>>[NH:9]1[CH:10]([CH2:15][NH:16][C:17]([C:18]([F:19])([F:20])[F:21])=[O:22])[CH:11]2[CH2:12][CH:13]2[CH2:14]1. Starting materials: C1(CCCCCN1)=O (caprolactam), Cl.CN(CCCN=C=NCC)C (1-(3-dimethylaminopropyl)-3-ethylcarbodiimide hydrochloride), C(C)(=O)SC[C@H](C(=O)O)CC1=C(C=CC=C1)C (2(S)-acetylthiomethyl-3-(2-methylphenyl)propionic acid), OC1=CC=CC=2NN=NC21 (hydroxybenzotriazole). Procedure details: Combine 3(S)-amino-:-caprolactam (0.28 g,2.2 mmol), 2(S)-acetylthiomethyl-3-(2-methylphenyl)propionic acid (0.50 g,2.0 mmol) and hydroxybenzotriazole (HOBT) (0.33 g,2.2 mmol) in DMF (10ml). Add 1-(3-dimethylaminopropyl)-3-ethylcarbodiimide hydrochloride (DEC) (0.42 g,2.2 mmol). Stir 18hr, partition between EtOAc and H2O, dry and concentrate. Chromatograph on silica, eluting with diethyl ether (Et2O) to obtain the title compound as a foam,[α]D26 =-31.3° (EtOH). The solvent is CN(C)C=O (DMF). As a reaction SMILES: [C:1]1(=[O:8])[NH:7][CH2:6][CH2:5][CH2:4][CH2:3][CH2:2]1.[C:9]([S:12][CH2:13][C@@H:14]([CH2:18][C:19]1[CH:24]=[CH:23][CH:22]=[CH:21][C:20]=1[CH3:25])[C:15](O)=[O:16])(=[O:11])[CH3:10].OC1C2N=N[NH:32]C=2C=CC=1.Cl.CN(C)CCCN=C=NCC>CN(C=O)C>[C:9]([S:12][CH2:13][C@@H:14]([CH2:18][C:19]1[CH:24]=[CH:23][CH:22]=[CH:21][C:20]=1[CH3:25])[C:15]([C@H:3]1[CH2:4][CH2:5][CH2:6][NH:7][C:1](=[O:8])[CH:2]1[NH2:32])=[O:16])(=[O:11])[CH3:10] |f:3.4|. Product: C(C)(=O)SC[C@H](C(=O)[C@@H]1C(C(=O)NCCC1)N)CC1=C(C=CC=C1)C (3(S)-[2(S)-ACETYLTHIOMETHYL-3-(2-METHYLPHENYL)PROPIONYL]-AMINO-ε-CAPROLACTAM). Run at time 18 hour. The reactants are CC(=O)OC(C)=O, CC(=O)O, [NH4+], O=C1CCCCC1, [OH-], O=P(O)(O)O, COC(=O)c1cc2[nH]c(-c3ccccc3)cc2s1. The product is COC(=O)c1cc2[nH]c(-c3ccccc3)c(C3=CCCCC3)c2s1. Reaction SMILES: [CH3:19][C:20]([O:21][C:22](=[O:23])[CH3:24])=[O:25].[CH3:40][C:41](=[O:42])[OH:43].[NH4+:38].[O:26]=[C:27]1[CH2:28][CH2:29][CH2:30][CH2:31][CH2:32]1.[OH-:39].[P:33](=[O:34])([OH:35])([OH:36])[OH:37].[c:1]1(-[c:7]2[cH:8][c:9]3[c:10]([nH:11]2)[cH:12][c:13]([C:15](=[O:16])[O:17][CH3:18])[s:14]3)[cH:2][cH:3][cH:4][cH:5][cH:6]1>>[c:1]1(-[c:7]2[c:8]([C:27]3=[CH:28][CH2:29][CH2:30][CH2:31][CH2:32]3)[c:9]3[c:10]([nH:11]2)[cH:12][c:13]([C:15](=[O:16])[O:17][CH3:18])[s:14]3)[cH:2][cH:3][cH:4][cH:5][cH:6]1. Reactants: CN(C)C(=O)c1cncc(-c2cnc3c(ccn3COCC[Si](C)(C)C)c2Cl)c1, ClCCCl, ClCCl, O=C1CCC(=O)N1I, [Na+], [Na+], O, O=S([O-])([O-])=S. Yields the product CN(C)C(=O)c1cncc(-c2cnc3c(c(I)cn3COCC[Si](C)(C)C)c2Cl)c1. Reaction SMILES: [Cl:1][c:2]1[c:3]2[c:4]([n:5][cH:6][c:7]1-[c:8]1[cH:9][n:10][cH:11][c:12]([C:13](=[O:14])[N:15]([CH3:16])[CH3:17])[cH:18]1)[n:19]([CH2:22][O:23][CH2:24][CH2:25][Si:26]([CH3:27])([CH3:28])[CH3:29])[cH:20][cH:21]2.[Cl:45][CH2:46][CH2:47][Cl:48].[Cl:50][CH2:51][Cl:52].[I:30][N:31]1[C:32](=[O:33])[CH2:34][CH2:35][C:36]1=[O:37].[Na+:43].[Na+:44].[OH2:49].[S:38]([O-:39])([O-:40])(=[O:41])=[S:42]>>[Cl:1][c:2]1[c:3]2[c:4]([n:5][cH:6][c:7]1-[c:8]1[cH:9][n:10][cH:11][c:12]([C:13](=[O:14])[N:15]([CH3:16])[CH3:17])[cH:18]1)[n:19]([CH2:22][O:23][CH2:24][CH2:25][Si:26]([CH3:27])([CH3:28])[CH3:29])[cH:20][c:21]2[I:30]. Reactants: N1=C(NC2=C1C=CC=C2)[C@@H]2CC[C@H](CC2)CN(C(OCC2=CC=CC=C2)=O)C (benzyl [[trans-4-(2-benzimidazolyl)cyclohexyl]methyl]methylcarbamate), [H-].[Na+] (sodium hydride), CI (methyl iodide). The solvent is CN(C=O)C (dimethylformamide), CN(C=O)C (dimethylformamide). Reaction conditions: time 30 minute. Product: CN1C(=NC2=C1C=CC=C2)[C@@H]2CC[C@H](CC2)CN(C(OCC2=CC=CC=C2)=O)C (benzyl [[trans-4-(1-methyl-2-benzimidazolyl)cyclohexyl]methyl]methylcarbamate). The yield is 79.3%. Reaction SMILES: [N:1]1[C:5]2[CH:6]=[CH:7][CH:8]=[CH:9][C:4]=2[NH:3][C:2]=1[C@H:10]1[CH2:15][CH2:14][C@H:13]([CH2:16][N:17]([CH3:28])[C:18](=[O:27])[O:19][CH2:20][C:21]2[CH:26]=[CH:25][CH:24]=[CH:23][CH:22]=2)[CH2:12][CH2:11]1.[H-].[Na+].[CH3:31]I>CN(C)C=O>[CH3:31][N:1]1[C:5]2[CH:6]=[CH:7][CH:8]=[CH:9][C:4]=2[N:3]=[C:2]1[C@H:10]1[CH2:15][CH2:14][C@H:13]([CH2:16][N:17]([CH3:28])[C:18](=[O:27])[O:19][CH2:20][C:21]2[CH:26]=[CH:25][CH:24]=[CH:23][CH:22]=2)[CH2:12][CH2:11]1 |f:1.2|. Procedure: A solution of 7.2 g (0.019 mol) of benzyl [[trans-4-(2-benzimidazolyl)cyclohexyl]methyl]methylcarbamate in 160 ml of dimethylformamide is treated at 15°-20° under argon with 0.023 mol of sodium hydride (1.0 g of a 55% dispersion in mineral oil) and thereupon stirred at room temperature for a further 30 minutes. A solution of 2.3 ml (0.038 mol) of methyl iodide in 10 ml of dimethylformamide is added thereto at 15°-20° within 15 minutes and the mixture is stirred at room temperature for a further ... Procedure: A solution of 0.269 g of 2-(trimethylsilyl)ethyl-1-isocyanato-1-cyclohexane carboxylate and 0.403 g of (E)-2(R)-[1(S)-[(tetrahydro-2(RS)-pyranyloxy)carbamoyl]-4-phenyl-3-butenyl]-4-methylvalerohydrazide in 6 ml of a 5:1 mixture of dichloromethane and dimethylformamide was treated with 0.15 ml of N-methylmorpholine and was stirred for 2 hours at room temperature. The solution was then washed with 5% citric acid solution and then saturated sodium chloride solution, dried over anhydrous magnesium s... Reaction conditions: time 2 hour. The reactants are C[Si](CCOC(=O)C1(CCCCC1)N=C=O)(C)C (2-(trimethylsilyl)ethyl-1-isocyanato-1-cyclohexane carboxylate), O1C(CCCC1)ONC(=O)[C@@H](C\C=C\C1=CC=CC=C1)[C@H](C(=O)NN)CC(C)C ((E)-2(R)-[1(S)-[(tetrahydro-2(RS)-pyranyloxy)carbamoyl]-4-phenyl-3-butenyl]-4-methylvalerohydrazide), CN1CCOCC1 (N-methylmorpholine), solution, [F-].C(CCC)[N+](CCCC)(CCCC)CCCC (tetrabutylammonium fluoride). The solvent is O1CCCC1 (tetrahydrofuran), C(C)(=O)OCC (ethyl acetate), CN(C=O)C (dimethylformamide), ClCCl (dichloromethane), O1CCCC1 (tetrahydrofuran). Reaction SMILES: C[Si](C)(C)CCO[C:6]([C:8]1([N:14]=[C:15]=[O:16])[CH2:13][CH2:12][CH2:11][CH2:10][CH2:9]1)=[O:7].[O:19]1[CH2:24][CH2:23][CH2:22][CH2:21][CH:20]1[O:25][NH:26][C:27]([C@H:29]([C@@H:39]([CH2:44][CH:45]([CH3:47])[CH3:46])[C:40]([NH:42][NH2:43])=[O:41])[CH2:30]/[CH:31]=[CH:32]/[C:33]1[CH:38]=[CH:37][CH:36]=[CH:35][CH:34]=1)=[O:28].CN1CCOCC1.[F-].C([N+](CCCC)(CCCC)CCCC)CCC>O1CCCC1.C(OCC)(=O)C.CN(C)C=O.ClCCl>[O:19]1[CH2:24][CH2:23][CH2:22][CH2:21][CH:20]1[O:25][NH:26][C:27]([C@H:29]([C@@H:39]([CH2:44][CH:45]([CH3:47])[CH3:46])[C:40]([NH:42][N:43]1[C:6](=[O:7])[C:8]2([CH2:9][CH2:10][CH2:11][CH2:12][CH2:13]2)[NH:14][C:15]1=[O:16])=[O:41])[CH2:30]/[CH:31]=[CH:32]/[C:33]1[CH:38]=[CH:37][CH:36]=[CH:35][CH:34]=1)=[O:28] |f:3.4|. Yields the product O1C(CCCC1)ONC(=O)[C@@H](C\C=C\C1=CC=CC=C1)[C@H](C(=O)NN1C(NC2(C1=O)CCCCC2)=O)CC(C)C ((E)-2(R)-[1(S)-[(tetrahydro-2(RS)-pyranyloxy)carbamoyl]-4-phenyl-3-butenyl]-4-methyl-N-(2,4-dioxo-1,3-diazaspiro[4.5]decan-3-yl)valeramide). Yield: 45.1%. Reactants: CNC, CN(C)C=O, CO, ClCc1cc(Cl)c(-c2nc3c([nH]2)-c2ccncc2Nc2ncccc2-3)c(Cl)c1, [H-], [Na+]. The product is CN(C)Cc1cc(Cl)c(-c2nc3c([nH]2)-c2ccncc2Nc2ncccc2-3)c(Cl)c1. As a reaction SMILES: [CH3:1][NH:2][CH3:3].[CH3:34][N:35]([CH3:36])[CH:37]=[O:38].[CH3:39][OH:40].[Cl:6][c:7]1[c:8](-[c:16]2[nH:17][c:18]3[c:19]([n:33]2)-[c:20]2[c:21]([n:29][cH:30][cH:31][cH:32]2)[NH:22][c:23]2[c:24]-3[cH:25][cH:26][n:27][cH:28]2)[c:9]([Cl:15])[cH:10][c:11]([CH2:13][Cl:14])[cH:12]1.[H-:4].[Na+:5]>>[CH3:1][N:2]([CH3:3])[CH2:13][c:11]1[cH:10][c:9]([Cl:15])[c:8](-[c:16]2[nH:17][c:18]3[c:19]([n:33]2)-[c:20]2[c:21]([n:29][cH:30][cH:31][cH:32]2)[NH:22][c:23]2[c:24]-3[cH:25][cH:26][n:27][cH:28]2)[c:7]([Cl:6])[cH:12]1.